From a dataset of the Open Reaction Database (ORD), a public repository of structured organic reaction records. describe an organic reaction: reactants, conditions, products, and yield Procedure: The objective compound was prepared by the same procedure for the intermediate 1, using a 2-(4-bromo-phenyl)-propionic acid (11.7 g, 48.3 mmol), SOCl2 (35.0 mL, 480 mmol), and 2-amino-4,6-dichloro-benzoic acid methyl ester (10.1 g, 45.9 mmol). After normal workup, the pure objective compound (9.31 g, 55%) was obtained as white solid by a flash column chromatography (n-hexane:EtOAc=10:1): 1H NMR (200 MHz, CDCl3) δ 1.58 (d, J=7.1 Hz, 3H, CH3), 3.75 (q, J=7.1 Hz, 1H, CH), 3.81 (s, 3H, CO2CH3), 7.15... The reactants are intermediate 1, COC(C1=C(C=C(C=C1Cl)Cl)N)=O (2-amino-4,6-dichloro-benzoic acid methyl ester), CCCCCC (n-hexane), BrC1=CC=C(C=C1)C(C(=O)O)C (2-(4-bromo-phenyl)-propionic acid), O=S(Cl)Cl (SOCl2). The product is COC(C1=C(C=C(C=C1Cl)Cl)NC(C(C)C1=CC=C(C=C1)Br)=O)=O (2-[2-(4-bromo-phenyl)-propionylamino]-4,6-dichlorobenzoic acid methyl ester). Solvent: CCOC(=O)C (EtOAc). Yield: 47.0%. Reaction SMILES: [Br:1][C:2]1[CH:7]=[CH:6][C:5]([CH:8]([CH3:12])[C:9]([OH:11])=O)=[CH:4][CH:3]=1.O=S(Cl)Cl.[CH3:17][O:18][C:19](=[O:29])[C:20]1[C:25]([Cl:26])=[CH:24][C:23]([Cl:27])=[CH:22][C:21]=1[NH2:28].CCCCCC>CCOC(C)=O>[CH3:17][O:18][C:19](=[O:29])[C:20]1[C:25]([Cl:26])=[CH:24][C:23]([Cl:27])=[CH:22][C:21]=1[NH:28][C:9](=[O:11])[CH:8]([C:5]1[CH:4]=[CH:3][C:2]([Br:1])=[CH:7][CH:6]=1)[CH3:12]. Reactants: CS(C)=O, O=S1(=O)N=C(Cl)Nc2cc(Cl)sc21, Cl, [Cs+], [F-], O. As a reaction SMILES: [CH3:18][S:19]([CH3:20])=[O:21].[Cl:1][C:2]1=[N:3][S:4](=[O:12])(=[O:13])[c:5]2[c:6]([cH:8][c:9]([Cl:11])[s:10]2)[NH:7]1.[ClH:17].[Cs+:15].[F-:14].[OH2:16]>>[C:2]1([F:14])=[N:3][S:4](=[O:12])(=[O:13])[c:5]2[c:6]([cH:8][c:9]([Cl:11])[s:10]2)[NH:7]1. The product is O=S1(=O)N=C(F)Nc2cc(Cl)sc21. As a reaction SMILES: [C:1]([C:3]1[CH:4]=[C:5]([CH:9]=[CH:10][C:11]=1[O:12][CH3:13])[C:6]([OH:8])=O)#[N:2].[CH3:14][O:15][C:16]1[CH:21]=[CH:20][C:19]([C:22]2[S:26][C:25]3[CH:27]=[C:28]([O:31][CH3:32])[CH:29]=[CH:30][C:24]=3[CH:23]=2)=[CH:18][CH:17]=1.[Al+3].[Cl-].[Cl-].[Cl-]>CN(C=O)C.O=S(Cl)Cl>[CH3:14][O:15][C:16]1[CH:21]=[CH:20][C:19]([C:22]2[S:26][C:25]3[CH:27]=[C:28]([O:31][CH3:32])[CH:29]=[CH:30][C:24]=3[C:23]=2[C:6]([C:5]2[CH:9]=[CH:10][C:11]([O:12][CH3:13])=[C:3]([C:1]#[N:2])[CH:4]=2)=[O:8])=[CH:18][CH:17]=1 |f:2.3.4.5|. Procedure: 1.8 g of the title compound was prepared from 3.9 g (3.9 mmol) of 3-cyano-4-methoxybenzoic acid (converted to the acid chloride with 30 mL of SOCl2 and three drops of DMF), 6 g (22 mmol) of 2-(4-methoxyphenyl)-6-methoxybenzo[b]thiophene, and 14.7 g (110 mmol) of AlCl3 in a manner similar to that in Preparation 4. Product: COC1=CC=C(C=C1)C1=C(C2=C(S1)C=C(C=C2)OC)C(=O)C2=CC(=C(C=C2)OC)C#N ([2-(4-Methoxyphenyl)-6-methoxybenzo[b]thien-3-yl][3-cyano-4-methoxyphenyl]methanone). Yield: 107.5%. The reagents and catalysts are CN(C)C=O (DMF). Starting materials: C(#N)C=1C=C(C(=O)O)C=CC1OC (3-cyano-4-methoxybenzoic acid), [Al+3].[Cl-].[Cl-].[Cl-] (AlCl3), acid chloride, COC1=CC=C(C=C1)C1=CC2=C(S1)C=C(C=C2)OC (2-(4-methoxyphenyl)-6-methoxybenzo[b]thiophene). The solvent is O=S(Cl)Cl (SOCl2). Starting materials: Cc1ccc(C(=O)NC2CC2)cc1B1OC(C)(C)C(C)(C)O1, O=C(NCC1CC1)c1ccc(Cl)nc1, [Na+], [Na+], O=C([O-])[O-], CN(C)C=O, c1ccc(P(c2ccccc2)(c2ccccc2)[Pd](P(c2ccccc2)(c2ccccc2)c2ccccc2)(P(c2ccccc2)(c2ccccc2)c2ccccc2)P(c2ccccc2)(c2ccccc2)c2ccccc2)cc1. Yields the product Cc1ccc(C(=O)NC2CC2)cc1-c1ccc(C(=O)NCC2CC2)cn1. As a reaction SMILES: [CH:15]1([NH:18][C:19]([c:20]2[cH:21][c:22]([B:27]3[O:28][C:29]([CH3:30])([CH3:31])[C:32]([CH3:33])([CH3:34])[O:35]3)[c:23]([CH3:26])[cH:24][cH:25]2)=[O:36])[CH2:16][CH2:17]1.[Cl:1][c:2]1[n:3][cH:4][c:5]([C:6](=[O:7])[NH:8][CH2:9][CH:10]2[CH2:11][CH2:12]2)[cH:13][cH:14]1.[Na+:37].[Na+:38].[O-:39][C:40](=[O:41])[O-:42].[O:43]=[CH:44][N:45]([CH3:46])[CH3:47].[cH:48]1[cH:49][cH:50][c:51]([P:52]([Pd:53]([P:54]([c:55]2[cH:56][cH:57][cH:58][cH:59][cH:60]2)([c:61]2[cH:62][cH:63][cH:64][cH:65][cH:66]2)[c:67]2[cH:68][cH:69][cH:70][cH:71][cH:72]2)([P:73]([c:74]2[cH:75][cH:76][cH:77][cH:78][cH:79]2)([c:80]2[cH:81][cH:82][cH:83][cH:84][cH:85]2)[c:86]2[cH:87][cH:88][cH:89][cH:90][cH:91]2)[P:92]([c:93]2[cH:94][cH:95][cH:96][cH:97][cH:98]2)([c:99]2[cH:100][cH:101][cH:102][cH:103][cH:104]2)[c:105]2[cH:106][cH:107][cH:108][cH:109][cH:110]2)([c:111]2[cH:112][cH:113][cH:114][cH:115][cH:116]2)[c:117]2[cH:118][cH:119][cH:120][cH:121][cH:122]2)[cH:123][cH:124]1>>[c:2]1(-[c:22]2[cH:21][c:20]([C:19]([NH:18][CH:15]3[CH2:16][CH2:17]3)=[O:36])[cH:25][cH:24][c:23]2[CH3:26])[n:3][cH:4][c:5]([C:6](=[O:7])[NH:8][CH2:9][CH:10]2[CH2:11][CH2:12]2)[cH:13][cH:14]1. Starting materials: CN(C=1C=C2C=CN(C(C2=CC1)=O)C1=C(COC(C)=O)C(=CC=C1)C1=CN(C(C(=C1)NC1=NC=C(C=C1)C(=O)N1CCOCC1)=O)C)C (Acetic acid 2-(6-dimethylamino-1-oxo-1H-isoquinolin-2-yl)-6-{1-methyl-5-[5-(morpholine-4-carbonyl)-pyridin-2-ylamino]-6-oxo-1,6-dihydro-pyridin-3-yl}-benzyl ester), O (water), [OH-].[Li+] (lithium hydroxide). The solvent is O1CCCC1 (tetrahydrofuran), CO (methanol). Run at time 18 hour. The product is CN(C=1C=C2C=CN(C(C2=CC1)=O)C1=C(C(=CC=C1)C1=CN(C(C(=C1)NC1=NC=C(C=C1)C(=O)N1CCOCC1)=O)C)CO)C (6-Dimethylamino-2-(2-hydroxymethyl-3-{1-methyl-5-[5-(morpholine-4-carbonyl)-pyridin-2-ylamino]-6-oxo-1,6-dihydro-pyridin-3-yl}-phenyl)-2H-isoquinolin-1-one). Yield: 73.3%. RXN SMILES: [CH3:1][N:2]([CH3:48])[C:3]1[CH:4]=[C:5]2[C:10](=[CH:11][CH:12]=1)[C:9](=[O:13])[N:8]([C:14]1[CH:24]=[CH:23][CH:22]=[C:21]([C:25]3[CH:30]=[C:29]([NH:31][C:32]4[CH:37]=[CH:36][C:35]([C:38]([N:40]5[CH2:45][CH2:44][O:43][CH2:42][CH2:41]5)=[O:39])=[CH:34][N:33]=4)[C:28](=[O:46])[N:27]([CH3:47])[CH:26]=3)[C:15]=1[CH2:16][O:17]C(=O)C)[CH:7]=[CH:6]2.O.[OH-].[Li+]>O1CCCC1.CO>[CH3:1][N:2]([CH3:48])[C:3]1[CH:4]=[C:5]2[C:10](=[CH:11][CH:12]=1)[C:9](=[O:13])[N:8]([C:14]1[CH:24]=[CH:23][CH:22]=[C:21]([C:25]3[CH:30]=[C:29]([NH:31][C:32]4[CH:37]=[CH:36][C:35]([C:38]([N:40]5[CH2:45][CH2:44][O:43][CH2:42][CH2:41]5)=[O:39])=[CH:34][N:33]=4)[C:28](=[O:46])[N:27]([CH3:47])[CH:26]=3)[C:15]=1[CH2:16][OH:17])[CH:7]=[CH:6]2 |f:2.3|. Procedure details: To Acetic acid 2-(6-dimethylamino-1-oxo-1H-isoquinolin-2-yl)-6-{1-methyl-5-[5-(morpholine-4-carbonyl)-pyridin-2-ylamino]-6-oxo-1,6-dihydro-pyridin-3-yl}-benzyl ester (29 mg, 0.045 mmol) in 2 ml tetrahydrofuran, 1 ml methanol, and 1 ml water was added 1M aq. lithium hydroxide solution (0.13 mL, 0.13 mmol). After stirring for 18 hours, this was partitioned between ethyl acetate and water. The ethyl acetate layer was washed with brine, dried over anhydrous magnesium sulfate, concentrated in vacuo, ... Starting materials: c1ccc(CC2CCC3(CC2)OCCO3)cc1, CO, O. Product: O=C1CCC(Cc2ccccc2)CC1. Reaction SMILES: [CH2:1]([c:2]1[cH:3][cH:4][cH:5][cH:6][cH:7]1)[CH:8]1[CH2:9][CH2:10][C:11]2([O:12][CH2:15][CH2:14][O:13]2)[CH2:16][CH2:17]1.[CH3:19][OH:20].[OH2:18]>>[CH2:1]([c:2]1[cH:3][cH:4][cH:5][cH:6][cH:7]1)[CH:8]1[CH2:9][CH2:10][C:11](=[O:12])[CH2:16][CH2:17]1.